Dataset: the Open Reaction Database (ORD), a public repository of structured organic reaction records. Task: describe an organic reaction: reactants, conditions, products, and yield Reactants: C(CCC)OC1=C(C=CC(=C1)C(=O)OCCCC)C1=C(C=CC(=C1)OC)F (Butyl 2-(butyloxy)-2′-fluoro-5′-(methyloxy)-1,1′-biphenyl-4-carboxylate), [H-].[H-].[H-].[H-].[Li+].[Al+3] (LAH). Run in O (water), C1CCOC1 (THF). Run at time 1 hour. The product is C(CCC)OC1=C(C=CC(=C1)CO)C1=C(C=CC(=C1)OC)F ((2-(Butyloxy)-2′-fluoro-5′-(methyloxy)-1,1′-biphenyl-4-yl)methanol). Yield: 96.6%. RXN SMILES: [CH2:1]([O:5][C:6]1[CH:11]=[C:10]([C:12](OCCCC)=[O:13])[CH:9]=[CH:8][C:7]=1[C:19]1[CH:24]=[C:23]([O:25][CH3:26])[CH:22]=[CH:21][C:20]=1[F:27])[CH2:2][CH2:3][CH3:4].[H-].[H-].[H-].[H-].[Li+].[Al+3]>C1COCC1.O>[CH2:1]([O:5][C:6]1[CH:11]=[C:10]([CH2:12][OH:13])[CH:9]=[CH:8][C:7]=1[C:19]1[CH:24]=[C:23]([O:25][CH3:26])[CH:22]=[CH:21][C:20]=1[F:27])[CH2:2][CH2:3][CH3:4] |f:1.2.3.4.5.6|. Procedure: To 5.2 (1.1530 g, 3.079 mmol) in THF (10 mL) at 0° C. was added LAH (1.0 M solution in THF (4.619 mL, 4.619 mmol)). The reaction was stirred for one hour and then carefully diluted with water, extracted with EtOAc, washed with brine, dried over sodium sulfate, filtered, and concentrated to provide 5.3 (0.9050 g, 96.57% yield). The reactants are CS(=O)(=O)N1CCC(=CC1)C=1C=C2C(=CN1)OC(C2)C2CCNCC2 (5-(1-methanesulfonyl-1,2,3,6-tetrahydro-pyridin-4-yl)-2-piperidin-4-yl-2,3-dihydro-furo[2,3-c]pyridine), FC(C1(CC1)COS(=O)(=O)C)(F)F (methanesulfonic acid (1-trifluoromethyl-cyclopropyl)methyl ester). Product: CS(=O)(=O)N1CCC(=CC1)C=1C=C2C(=CN1)OC(C2)C2CCN(CC2)CC2(CC2)C(F)(F)F (5-(1-Methanesulfonyl-1,2,3,6-tetrahydro-pyridin-4-yl)-2-{1-[(1-trifluoromethyl-cyclopropyl)methyl]-piperidin-4-yl}-2,3-dihydro-furo[2,3-c]pyridine). As a reaction SMILES: [CH3:1][S:2]([N:5]1[CH2:10][CH:9]=[C:8]([C:11]2[CH:12]=[C:13]3[CH2:19][CH:18]([CH:20]4[CH2:25][CH2:24][NH:23][CH2:22][CH2:21]4)[O:17][C:14]3=[CH:15][N:16]=2)[CH2:7][CH2:6]1)(=[O:4])=[O:3].[F:26][C:27]([F:38])([F:37])[C:28]1([CH2:31]OS(C)(=O)=O)[CH2:30][CH2:29]1>>[CH3:1][S:2]([N:5]1[CH2:6][CH:7]=[C:8]([C:11]2[CH:12]=[C:13]3[CH2:19][CH:18]([CH:20]4[CH2:25][CH2:24][N:23]([CH2:31][C:28]5([C:27]([F:38])([F:37])[F:26])[CH2:30][CH2:29]5)[CH2:22][CH2:21]4)[O:17][C:14]3=[CH:15][N:16]=2)[CH2:9][CH2:10]1)(=[O:3])=[O:4]. Reported procedure: The title compound is prepared from 5-(1-methanesulfonyl-1,2,3,6-tetrahydro-pyridin-4-yl)-2-piperidin-4-yl-2,3-dihydro-furo[2,3-c]pyridine and methanesulfonic acid (1-trifluoromethyl-cyclopropyl)methyl ester following a procedure analogous to that described for Example 2. LC (method 3): tR=0.67 min; Mass spectrum (ESI+): m/z=486 [M+H]+.